From a dataset of the Open Reaction Database (ORD), a public repository of structured organic reaction records. describe an organic reaction: reactants, conditions, products, and yield Reactants: CN(C)C=O, [Cl-], CSc1nsc(Cl)n1, [H-], [Na+], [Na+], OCc1ccncc1. Product: CSc1nsc(OCc2ccncc2)n1. RXN SMILES: [CH3:21][N:22]([CH3:23])[CH:24]=[O:25].[Cl-:20].[Cl:11][c:12]1[n:13][c:14]([S:17][CH3:18])[n:15][s:16]1.[H-:9].[Na+:10].[Na+:19].[n:1]1[cH:2][cH:3][c:4]([CH2:7][OH:8])[cH:5][cH:6]1>>[n:1]1[cH:2][cH:3][c:4]([CH2:7][O:8][c:12]2[n:13][c:14]([S:17][CH3:18])[n:15][s:16]2)[cH:5][cH:6]1. The reactants are COC=1C=C(C=C(C1)OC)CCNC1=C(C=C(C=C1)OCC#C)C(=O)C1=CC=C(C=C1)C(C)C ({2-[2-(3,5-dimethoxy-phenyl)-ethylamino]-5-prop-2-ynyloxy-phenyl}-(4-isopropyl-phenyl)-methanone), O([Na])C#N (NaOCN). Run in C(C)(=O)O (acetic acid). Yields the product COC=1C=C(C=C(C1)OC)CCN1C(N=C(C2=CC(=CC=C12)OCC#C)C1=CC=C(C=C1)C(C)C)=O (1-[2-(3,5-Dimethoxy-phenyl)-ethyl]-4-(4-isopropyl-phenyl)-6-prop-2-ynyloxy-1H-quinazolin-2-one). RXN SMILES: [CH3:1][O:2][C:3]1[CH:4]=[C:5]([CH2:11][CH2:12][NH:13][C:14]2[CH:19]=[CH:18][C:17]([O:20][CH2:21][C:22]#[CH:23])=[CH:16][C:15]=2[C:24]([C:26]2[CH:31]=[CH:30][C:29]([CH:32]([CH3:34])[CH3:33])=[CH:28][CH:27]=2)=O)[CH:6]=[C:7]([O:9][CH3:10])[CH:8]=1.[O:35]([C:37]#[N:38])[Na]>C(O)(=O)C>[CH3:10][O:9][C:7]1[CH:6]=[C:5]([CH2:11][CH2:12][N:13]2[C:14]3[C:15](=[CH:16][C:17]([O:20][CH2:21][C:22]#[CH:23])=[CH:18][CH:19]=3)[C:24]([C:26]3[CH:27]=[CH:28][C:29]([CH:32]([CH3:33])[CH3:34])=[CH:30][CH:31]=3)=[N:38][C:37]2=[O:35])[CH:4]=[C:3]([O:2][CH3:1])[CH:8]=1. Reported procedure: A solution of 15 mg (33 μmol) {2-[2-(3,5-dimethoxy-phenyl)-ethylamino]-5-prop-2-ynyloxy-phenyl}-(4-isopropyl-phenyl)-methanone and 2.1 mg (33 μmol) NaOCN in 300 μl acetic acid is stirred for 1 h at rt. The solvent is evaporated and the product is recrystallised from CH2Cl2/diethyl ether. Reactants: CNc1ccc(O)cc1, Clc1ccc2c(Cl)ncnc2c1, O=S(=O)(O)O. Yields the product CN(c1ccc(O)cc1)c1ncnc2cc(Cl)ccc12. RXN SMILES: [CH3:18][NH:19][c:20]1[cH:21][cH:22][c:23]([OH:26])[cH:24][cH:25]1.[Cl:1][c:2]1[n:3][cH:4][n:5][c:6]2[cH:7][c:8]([Cl:12])[cH:9][cH:10][c:11]12.[S:13]([OH:14])([OH:15])(=[O:16])=[O:17]>>[c:2]1([N:19]([CH3:18])[c:20]2[cH:21][cH:22][c:23]([OH:26])[cH:24][cH:25]2)[n:3][cH:4][n:5][c:6]2[cH:7][c:8]([Cl:12])[cH:9][cH:10][c:11]12. The reactants are CCOC(=O)C(C(=O)OCC)C(=O)C1(c2cccc(F)c2F)CCOCC1, O=S(=O)(O)O. Yields the product CCOC(=O)C1C(=O)C2(CCOCC2)c2c(ccc(F)c2F)C1O. RXN SMILES: [F:1][c:2]1[c:3]([C:9]2([C:15](=[O:16])[CH:17]([C:18](=[O:19])[O:20][CH2:21][CH3:22])[C:23](=[O:24])[O:25][CH2:26][CH3:27])[CH2:10][CH2:11][O:12][CH2:13][CH2:14]2)[cH:4][cH:5][cH:6][c:7]1[F:8].[S:28](=[O:29])(=[O:30])([OH:31])[OH:32]>>[F:1][c:2]1[c:3]2[c:4]([cH:5][cH:6][c:7]1[F:8])[CH:18]([OH:19])[CH:17]([C:23](=[O:24])[O:25][CH2:26][CH3:27])[C:15](=[O:16])[C:9]21[CH2:10][CH2:11][O:12][CH2:13][CH2:14]1. The reactants are compound 036, BrC=1C=C(C=CC1O)CCC(=O)OCC (ethyl 3-(3-bromo-4-hydroxyphenyl)propionate), ICCCC (1-iodobutane). The product is BrC=1C=C(C=CC1OCCCC)CCC(=O)OCC (ethyl 3-(3-bromo-4-butyloxyphenyl)propionate). RXN SMILES: [Br:1][C:2]1[CH:3]=[C:4]([CH2:9][CH2:10][C:11]([O:13][CH2:14][CH3:15])=[O:12])[CH:5]=[CH:6][C:7]=1[OH:8].I[CH2:17][CH2:18][CH2:19][CH3:20]>>[Br:1][C:2]1[CH:3]=[C:4]([CH2:9][CH2:10][C:11]([O:13][CH2:14][CH3:15])=[O:12])[CH:5]=[CH:6][C:7]=1[O:8][CH2:17][CH2:18][CH2:19][CH3:20]. Procedure: According to the procedure described in the synthesis method of the compound 036 in Example 36 (Preparation Method 5, Step e-1), ethyl 3-(3-bromo-4-hydroxyphenyl)propionate and 1-iodobutane were reacted and treated to obtain ethyl 3-(3-bromo-4-butyloxyphenyl)propionate (400 mg). According to the procedure described in the synthesis method of Compound of Example 001 (Preparation Method 4, Step d-1) with the modifications that the reaction was carried out for 16 hours, and the purification was per... Starting materials: [OH-].[Na+] (NaOH), BrC1=C(C=C(C=C1)O)C (4-bromo-3-methyl-phenol), BrCCOC1OCCCC1 (2-(2-bromo-ethoxy)-tetrahydro-pyran), C(=O)([O-])[O-].[K+].[K+] (K2CO3). The solvent is CCOC(=O)C (EtOAc), CN(C)C=O (DMF). Run at temperature 80 celsius, time 48 hour. Yields the product BrC1=C(C=C(OCCOC2OCCCC2)C=C1)C (2-[2-(4-Bromo-3-methyl-phenoxy)-ethoxy]-tetrahydro-pyran). Reaction SMILES: [Br:1][C:2]1[CH:7]=[CH:6][C:5]([OH:8])=[CH:4][C:3]=1[CH3:9].Br[CH2:11][CH2:12][O:13][CH:14]1[CH2:19][CH2:18][CH2:17][CH2:16][O:15]1.C([O-])([O-])=O.[K+].[K+].[OH-].[Na+]>CN(C=O)C.CCOC(C)=O>[Br:1][C:2]1[CH:7]=[CH:6][C:5]([O:8][CH2:11][CH2:12][O:13][CH:14]2[CH2:19][CH2:18][CH2:17][CH2:16][O:15]2)=[CH:4][C:3]=1[CH3:9] |f:2.3.4,5.6|. Procedure details: A solution of 4-bromo-3-methyl-phenol (10.6 g, 56.9 mmol) and 2-(2-bromo-ethoxy)-tetrahydro-pyran (11.9, 56.9 mmol) were dissolved in dry DMF (25 mL). K2CO3 (19.7 g, 142 mmol) was added and the resulting reaction mixture was stirred at 80° C. for 48 h. The reaction mixture was cooled to RT and poured into a mixture of EtOAc and aqueous NaOH (2 N). The organic phase was separated, dried (MgSO4), filtered, and concentrated in vacuo to give the crude product. The crude product was purified by flash... The reactants are NC[C@@H]1[C@H]2C[C@H]2CN1C(=O)C=1N=C(SC1C=1C=C(C=CC1)C)C (((1S,2S,5R)-2-Aminomethyl-3-aza-bicyclo[3.1.0]hex-3-yl)-(2-methyl-5-m-tolyl-thiazol-4-yl)-methanone), O1C=2C(OCC1)=C(SC2)C(=O)O (2,3-Dihydro-thieno[3,4-b][1,4]dioxine-5-carboxylic acid). Yields the product CC=1SC(=C(N1)C(=O)N1[C@@H]([C@H]2C[C@H]2C1)CNC(=O)C=1SC=C2OCCOC21)C=2C=C(C=CC2)C (2,3-Dihydro-thieno[3,4-b][1,4]dioxine-5-carboxylic Acid[(1S,2S,5R)-3-(2-methyl-5-m-tolyl-thiazole-4-carbonyl)-3-aza-bicyclo[3.1.0]hex-2-ylmethyl]-amide). Reaction SMILES: [NH2:1][CH2:2][C@H:3]1[N:8]([C:9]([C:11]2[N:12]=[C:13]([CH3:23])[S:14][C:15]=2[C:16]2[CH:17]=[C:18]([CH3:22])[CH:19]=[CH:20][CH:21]=2)=[O:10])[CH2:7][C@H:6]2[C@@H:4]1[CH2:5]2.[O:24]1[CH2:29][CH2:28][O:27][C:26]2=[C:30]([C:33](O)=[O:34])[S:31][CH:32]=[C:25]12>>[CH3:23][C:13]1[S:14][C:15]([C:16]2[CH:17]=[C:18]([CH3:22])[CH:19]=[CH:20][CH:21]=2)=[C:11]([C:9]([N:8]2[CH2:7][C@H:6]3[C@H:4]([CH2:5]3)[C@H:3]2[CH2:2][NH:1][C:33]([C:30]2[S:31][CH:32]=[C:25]3[C:26]=2[O:27][CH2:28][CH2:29][O:24]3)=[O:34])=[O:10])[N:12]=1. Procedure: prepared by reaction of ((1S,2S,5R)-2-Aminomethyl-3-aza-bicyclo[3.1.0]hex-3-yl)-(2-methyl-5-m-tolyl-thiazol-4-yl)-methanone with 2,3-Dihydro-thieno[3,4-b][1,4]dioxine-5-carboxylic acid. LC-MS (basic): tR=0.85 min; [M+H]+=496.3.